Dataset: the Open Reaction Database (ORD), a public repository of structured organic reaction records. Task: describe an organic reaction: reactants, conditions, products, and yield Starting materials: NC1=NC=C(C(=C1[N+](=O)[O-])C)Br (2-Amino-5-bromo-4-methyl-3-nitropyridine). Reagents/catalysts: [Fe] (iron). Run in Cl (HCl). The product is BrC=1C(=C(C(=NC1)N)N)C (5-bromo-4-methylpyridine-2,3-diamine). RXN SMILES: [NH2:1][C:2]1[C:7]([N+:8]([O-])=O)=[C:6]([CH3:11])[C:5]([Br:12])=[CH:4][N:3]=1>Cl.[Fe]>[Br:12][C:5]1[C:6]([CH3:11])=[C:7]([NH2:8])[C:2]([NH2:1])=[N:3][CH:4]=1. Procedure details: 2-Amino-5-bromo-4-methyl-3-nitropyridine (5 g) was dissolved in 6M HCl (50 mL) and iron powder was slowly added. The reaction was then heated to reflux until no starting material was seen via HPLC. The reaction was then cooled to room temperature and filtered. The bis-HCl salt was dried to a cream solid which was then taken up in EtOAc, neutralized with 50% NaOH solution to yield 5-bromo-4-methylpyridine-2,3-diamine as a free base. The reactants are N1C(CCC1)=O (2-pyrrolidone), BrCCC1=CC=CC=C1 (2-bromo-ethylbenzene), [H-].[Na+] (sodium hydride), CN(C=O)C (N,N-dimethylformamide). Product: N1=C(C=CC=C1)CCN1C(CCC1)=O (1-(2-(Pyridin-2-yl)ethyl)pyrrolidin-2-one). Reaction SMILES: [NH:1]1[CH2:5][CH2:4][CH2:3][C:2]1=[O:6].Br[CH2:8][CH2:9][C:10]1C=[CH:14][CH:13]=[CH:12][CH:11]=1.[H-].[Na+].C[N:19](C)C=O>>[N:19]1[CH:14]=[CH:13][CH:12]=[CH:11][C:10]=1[CH2:9][CH2:8][N:1]1[CH2:5][CH2:4][CH2:3][C:2]1=[O:6] |f:2.3|. Procedure: 1-(2-(Pyridin-2-yl)ethyl)pyrrolidin-2-one is prepared from 2-pyrrolidone and 2-bromo-ethylbenzene in N,N-dimethylformamide in the presence of sodium hydride (according to M. Matsukawa et al., NeuroToxicology 2004, 25, 293-302). Starting materials: [C+4], CO, CN(CCCOC(=O)C(O)(c1ccccc1)C1CCC(F)(F)C1)Cc1ccccc1, [H][H], [OH-], [OH-], [OH-], [OH-], [OH-], [OH-], [Pd+2]. The product is CNCCCOC(=O)C(O)(c1ccccc1)C1CCC(F)(F)C1. Reaction SMILES: [C+4:33].[CH3:31][OH:32].[F:1][C:2]1([F:30])[CH2:3][CH:4]([C:7]([C:8](=[O:9])[O:10][CH2:11][CH2:12][CH2:13][N:14]([CH3:15])[CH2:16][c:17]2[cH:18][cH:19][cH:20][cH:21][cH:22]2)([c:23]2[cH:24][cH:25][cH:26][cH:27][cH:28]2)[OH:29])[CH2:5][CH2:6]1.[H:41][H:42].[OH-:34].[OH-:36].[OH-:37].[OH-:38].[OH-:39].[OH-:40].[Pd+2:35]>>[F:1][C:2]1([F:30])[CH2:3][CH:4]([C:7]([C:8](=[O:9])[O:10][CH2:11][CH2:12][CH2:13][NH:14][CH3:15])([c:23]2[cH:24][cH:25][cH:26][cH:27][cH:28]2)[OH:29])[CH2:5][CH2:6]1. Reactants: CO, COC(=O)c1cnc(Nc2ccc(Cl)cc2Cl)nc1C(F)(F)F, [K+], [OH-]. The product is O=C(O)c1cnc(Nc2ccc(Cl)cc2Cl)nc1C(F)(F)F. RXN SMILES: [CH3:26][OH:27].[Cl:1][c:2]1[c:3]([NH:9][c:10]2[n:11][cH:12][c:13]([C:20](=[O:21])[O:22][CH3:23])[c:14]([C:16]([F:17])([F:18])[F:19])[n:15]2)[cH:4][cH:5][c:6]([Cl:8])[cH:7]1.[K+:25].[OH-:24]>>[Cl:1][c:2]1[c:3]([NH:9][c:10]2[n:11][cH:12][c:13]([C:20](=[O:21])[OH:22])[c:14]([C:16]([F:17])([F:18])[F:19])[n:15]2)[cH:4][cH:5][c:6]([Cl:8])[cH:7]1. Reactants: ClC(C(=O)Cl)COC (2-chloro-3-methoxypropanoyl chloride), NC1=C(C=C(C=C1)S(=O)(=O)N(C=1SC=CN1)CC1=CC=C(C=C1)OC)O (4-amino-3-hydroxy-N-(4-methoxybenzyl)-N-(thiazol-2-yl)benzenesulfonamide), C(=O)([O-])[O-].[Cs+].[Cs+] (Cs2CO3). Solvent: O (water), CN(C)C=O (DMF). Reaction conditions: time 16 hour. Yields the product COC1=CC=C(CN(S(=O)(=O)C=2C=CC3=C(OC(C(N3)=O)COC)C2)C=2SC=CN2)C=C1 (N-(4-methoxybenzyl)-2-(methoxymethyl)-3-oxo-N-(thiazol-2-yl)-3,4-dihydro-2H-benzo[b][1,4]oxazine-7-sulfonamide). Isolated yield 39.7%. Reaction SMILES: Cl[CH:2]([CH2:6][O:7][CH3:8])[C:3](Cl)=[O:4].[NH2:9][C:10]1[CH:15]=[CH:14][C:13]([S:16]([N:19]([CH2:25][C:26]2[CH:31]=[CH:30][C:29]([O:32][CH3:33])=[CH:28][CH:27]=2)[C:20]2[S:21][CH:22]=[CH:23][N:24]=2)(=[O:18])=[O:17])=[CH:12][C:11]=1[OH:34].C([O-])([O-])=O.[Cs+].[Cs+]>CN(C=O)C.O>[CH3:33][O:32][C:29]1[CH:28]=[CH:27][C:26]([CH2:25][N:19]([C:20]2[S:21][CH:22]=[CH:23][N:24]=2)[S:16]([C:13]2[CH:14]=[CH:15][C:10]3[NH:9][C:3](=[O:4])[CH:2]([CH2:6][O:7][CH3:8])[O:34][C:11]=3[CH:12]=2)(=[O:18])=[O:17])=[CH:31][CH:30]=1 |f:2.3.4|. Procedure details: To a solution of 2-chloro-3-methoxypropanoyl chloride (500 mg, 3.18 mmol) and 4-amino-3-hydroxy-N-(4-methoxybenzyl)-N-(thiazol-2-yl)benzenesulfonamide (Intermediate AD; 1.04 g, 2.65 mmol) in DMF (20 mL) was added Cs2CO3 (2.59 g, 7.95 mmol). The reaction mixture was stirred at ambient temperature for 16 h. The reaction mixture was diluted with water (200 mL) and extracted with ethyl acetate (2×100 mL). The combined organic layers were dried over sodium sulfate, filtered and concentrated under red... Starting materials: C(CCC)C1=NC2=C(N1CC1=CC=C(C=C1)C=1C(=CC=CC1)C(=O)OC(C)(C)C)C=C(C=C2C)NC(=O)C(C)C (tert.butyl 4'-[[2-n-butyl-6-(isopropylcarbonylamino)-4-methyl-benzimidazol-1-yl]-methyl]-biphenyl-2-carboxylate), FC(C(=O)O)(F)F (trifluoroacetic acid). The solvent is C(Cl)Cl (methylene chloride). Yields the product C(CCC)C1=NC2=C(N1CC1=CC=C(C=C1)C=1C(=CC=CC1)C(=O)O)C=C(C=C2C)NC(=O)C(C)C (4'-[[2-n-Butyl-6-(isopropylcarbonylamino)-4-methyl-benzimidazol-1-yl]-methyl]-biphenyl-2-carboxylic acid). Reaction SMILES: [CH2:1]([C:5]1[N:9]([CH2:10][C:11]2[CH:16]=[CH:15][C:14]([C:17]3[C:18]([C:23]([O:25]C(C)(C)C)=[O:24])=[CH:19][CH:20]=[CH:21][CH:22]=3)=[CH:13][CH:12]=2)[C:8]2[CH:30]=[C:31]([NH:35][C:36]([CH:38]([CH3:40])[CH3:39])=[O:37])[CH:32]=[C:33]([CH3:34])[C:7]=2[N:6]=1)[CH2:2][CH2:3][CH3:4].FC(F)(F)C(O)=O>C(Cl)Cl>[CH2:1]([C:5]1[N:9]([CH2:10][C:11]2[CH:16]=[CH:15][C:14]([C:17]3[C:18]([C:23]([OH:25])=[O:24])=[CH:19][CH:20]=[CH:21][CH:22]=3)=[CH:13][CH:12]=2)[C:8]2[CH:30]=[C:31]([NH:35][C:36]([CH:38]([CH3:39])[CH3:40])=[O:37])[CH:32]=[C:33]([CH3:34])[C:7]=2[N:6]=1)[CH2:2][CH2:3][CH3:4]. Reported procedure: Prepared analogously to Example 1 from tert.butyl 4'-[[2-n-butyl-6-(isopropylcarbonylamino)-4-methyl-benzimidazol-1-yl]-methyl]-biphenyl-2-carboxylate and trifluoroacetic acid in methylene chloride. Reactants: C(C)(=O)NC1=CC(=CC=C1)NC(C=C(C)C)=O (N-acetyl-3-(3,3-dimethylacryloylamino)-aniline), [Cl-].[Al+3].[Cl-].[Cl-] (aluminium chloride), [Cl-].[Na+] (sodium chloride). Run at temperature 100 celsius. Product: C(C)(=O)NC1=CC=C2C(CC(NC2=C1)=O)(C)C (7-Acetamido-1,2,3,4-tetrahydro-4,4-dimethylquinolin-2-one). RXN SMILES: [C:1]([NH:4][C:5]1[CH:10]=[CH:9][CH:8]=[C:7]([NH:11][C:12](=[O:17])[CH:13]=[C:14]([CH3:16])[CH3:15])[CH:6]=1)(=[O:3])[CH3:2].[Cl-].[Al+3].[Cl-].[Cl-].[Cl-].[Na+]>>[C:1]([NH:4][C:5]1[CH:6]=[C:7]2[C:8]([C:14]([CH3:16])([CH3:15])[CH2:13][C:12](=[O:17])[NH:11]2)=[CH:9][CH:10]=1)(=[O:3])[CH3:2] |f:1.2.3.4,5.6|. Procedure: 23.2 g. (0.1 mole) N-acetyl-3-(3,3-dimethylacryloylamino)-aniline, 92.8 g. aluminium chloride and 60 g. sodium chloride are well mixed up and heated to 100° C. for 2 hours. Thereafter, the reaction mixture is mixed with ice, briefly stirred and the crystallisate filtered off with suction. Yield 21.4 g. (92% of theory); m.p. 273°-278° C.